describe an organic reaction: reactants, conditions, products, and yield From a dataset of the Open Reaction Database (ORD), a public repository of structured organic reaction records. Reactants: Clc1ccc2cc(CBr)sc2c1, CCOC(=O)c1cc2cc(OCCOC)ncc2[nH]1, CN(C)C=O. The product is CCOC(=O)c1cc2cc(OCCOC)ncc2n1Cc1cc2ccc(Cl)cc2s1. Reaction SMILES: [Br:25][CH2:26][c:27]1[cH:28][c:29]2[c:30]([s:31]1)[cH:32][c:33]([Cl:36])[cH:34][cH:35]2.[CH2:1]([CH3:2])[O:3][C:4](=[O:5])[c:6]1[cH:7][c:8]2[c:9]([cH:10][n:11][c:12]([O:14][CH2:15][CH2:16][O:17][CH3:18])[cH:13]2)[nH:19]1.[O:20]=[CH:21][N:22]([CH3:23])[CH3:24]>>[CH2:1]([CH3:2])[O:3][C:4](=[O:5])[c:6]1[cH:7][c:8]2[c:9]([cH:10][n:11][c:12]([O:14][CH2:15][CH2:16][O:17][CH3:18])[cH:13]2)[n:19]1[CH2:26][c:27]1[cH:28][c:29]2[c:30]([s:31]1)[cH:32][c:33]([Cl:36])[cH:34][cH:35]2. Reagents/catalysts: Cl (HCl). The yield is 78.0%. Procedure: 0.44 ml of 4-tert-butylbenzylamine (2.5 mmol) and 0.414 ml of 3-methylbutyraldehyde (3.75 mmol) were dissolved in 7.5 ml methanol at rt and then refluxed for 1.5 h. After cooling down to rt, 114 mg (3 mmol) of sodium borohydride were added and the reaction mixture was then refluxed for 1.5 h. After cooling down to rt, the reaction mixture was treated with 5 drops 1 N HCl and concentrated in vacuo. The residue was diluted with water/EtOAc. After separation of the organic phase, the aqueous phase ... The product is C(C)(C)(C)C1=CC=C(CNCCC(C)C)C=C1 ((4-tert-butyl-benzyl)-(3-methyl-butyl)-amine). The reactants are C(C)(C)(C)C1=CC=C(CN)C=C1 (4-tert-butylbenzylamine), CC(CC=O)C (3-methylbutyraldehyde), [BH4-].[Na+] (sodium borohydride). Reaction SMILES: [C:1]([C:5]1[CH:12]=[CH:11][C:8]([CH2:9][NH2:10])=[CH:7][CH:6]=1)([CH3:4])([CH3:3])[CH3:2].[CH3:13][CH:14]([CH3:18])[CH2:15][CH:16]=O.[BH4-].[Na+]>CO.Cl>[C:1]([C:5]1[CH:6]=[CH:7][C:8]([CH2:9][NH:10][CH2:16][CH2:15][CH:14]([CH3:18])[CH3:13])=[CH:11][CH:12]=1)([CH3:4])([CH3:2])[CH3:3] |f:2.3|. The solvent is CO (methanol). Reactants: C(C)(C)(C)OC(=O)N1C[C@H]2CC3=CC=C(N=C3N2[C@@H](C1)C)C(C)O ((4R,9aR)-6-(1-(RS)-hydroxy-ethyl)-4-methyl-3,4,9,9a-tetrahydro-1H-2,4a,5-triaza-fluorene-2-carboxylic acid tert-butyl ester), FC(C(=O)O)(F)F (trifluoroacetic acid). The solvent is ClCCl (dichloromethane). Yields the product C(C)(C)(C)OC(=O)N1C[C@H]2CC3=CC=C(N=C3N2[C@@H](C1)C)[C@@H](C)O ((4R,9aR)-6-(1-(R)-Hydroxy-ethyl)-4-methyl-3,4,9,9a-tetrahydro-1H-2,4a,5-triaza-fluorene-2-carboxylic acid tert-butyl ester). Reaction SMILES: [C:1]([O:5][C:6]([N:8]1[CH2:20][C@@H:19]([CH3:21])[N:18]2[C@H:10]([CH2:11][C:12]3[C:17]2=[N:16][C:15]([CH:22]([OH:24])[CH3:23])=[CH:14][CH:13]=3)[CH2:9]1)=[O:7])([CH3:4])([CH3:3])[CH3:2].FC(F)(F)C(O)=O>ClCCl>[C:1]([O:5][C:6]([N:8]1[CH2:20][C@@H:19]([CH3:21])[N:18]2[C@H:10]([CH2:11][C:12]3[C:17]2=[N:16][C:15]([C@H:22]([OH:24])[CH3:23])=[CH:14][CH:13]=3)[CH2:9]1)=[O:7])([CH3:3])([CH3:2])[CH3:4]. Procedure details: A solution of 3.09 g (9.27 mmol) (4R,9aR)-6-(1-(RS)-hydroxy-ethyl)-4-methyl-3,4,9,9a-tetrahydro-1H-2,4a,5-triaza-fluorene-2-carboxylic acid tert-butyl ester in 33 mL dichloromethane was cooled to 0 deg C. and treated with 8.8 mL (12.7 g, 0.11 mol) trifluoroacetic acid. The cooling bath was removed and the volatile components were removed at a rotary evaporator. The remaining residue was purified by column chromatography on silica gel (0.032–0.063 mm) with dichloromethane:methanol:ammonia (19:1:0... The reactants are BrC1=CC=C(O[C@H]([C@@H](CCC=2C=NC=CC2)O[Si](C)(C)C(C)(C)C)CC)C=C1 ((3R,4S)-3-[4-(4-Bromophenoxy)-3-(t-butyldimethylsilanyloxy)hexyl]pyridine), FC1=C(C=C(C=C1)Br)S(=O)(=O)N (2-fluoro-5-bromophenylsulfonamide), C([O-])([O-])=O.[Na+].[Na+] (sodium carbonate). The reagents and catalysts are C=1C=CC(=CC1)[P](C=2C=CC=CC2)(C=3C=CC=CC3)[Pd]([P](C=4C=CC=CC4)(C=5C=CC=CC5)C=6C=CC=CC6)([P](C=7C=CC=CC7)(C=8C=CC=CC8)C=9C=CC=CC9)[P](C=1C=CC=CC1)(C=1C=CC=CC1)C=1C=CC=CC1 (tetrakis(triphenylphosphine)palladium). Run in C(C)O (ethanol). Run at temperature 90 celsius. Yields the product C(C)[C@H](OC1=CC=C(C=C1)C1=CC(=C(C=C1)F)S(=O)(=O)N)[C@@H](CCC=1C=NC=CC1)O ((1S,2R)-4′-[1-Ethyl-2-hydroxy-4-pyridin-3-yl-butoxyl]-4-fluorobiphenyl-3-sulfonic acid amide). Yield: 73.1%. As a reaction SMILES: Br[C:2]1[CH:28]=[CH:27][C:5]([O:6][C@@H:7]([CH2:25][CH3:26])[C@H:8]([O:17][Si](C(C)(C)C)(C)C)[CH2:9][CH2:10][C:11]2[CH:12]=[N:13][CH:14]=[CH:15][CH:16]=2)=[CH:4][CH:3]=1.[F:29][C:30]1[CH:35]=[CH:34][C:33](Br)=[CH:32][C:31]=1[S:37]([NH2:40])(=[O:39])=[O:38].C(=O)([O-])[O-].[Na+].[Na+]>C(O)C.C1C=CC([P]([Pd]([P](C2C=CC=CC=2)(C2C=CC=CC=2)C2C=CC=CC=2)([P](C2C=CC=CC=2)(C2C=CC=CC=2)C2C=CC=CC=2)[P](C2C=CC=CC=2)(C2C=CC=CC=2)C2C=CC=CC=2)(C2C=CC=CC=2)C2C=CC=CC=2)=CC=1>[CH2:25]([C@@H:7]([C@H:8]([OH:17])[CH2:9][CH2:10][C:11]1[CH:12]=[N:13][CH:14]=[CH:15][CH:16]=1)[O:6][C:5]1[CH:4]=[CH:3][C:2]([C:33]2[CH:34]=[CH:35][C:30]([F:29])=[C:31]([S:37]([NH2:40])(=[O:39])=[O:38])[CH:32]=2)=[CH:28][CH:27]=1)[CH3:26] |f:2.3.4,^1:53,55,74,93|. Reported procedure: Prepared according to the method described in Example 12b) from from (3R,4S)-3-[4-(4-Bromophenoxy)-3-(t-butyldimethylsilanyloxy)hexyl]pyridine (0.20 g, Example 88b)), 2-fluoro-5-bromophenylsulfonamide (0.177 g, Example 35a)), 2M aqueous sodium carbonate (0.54 ml) and tetrakis(triphenylphosphine)palladium (0) (0.014 g) in ethanol (3 ml) with heating at 90 ° C. for 4 hours. The residue was purified by column chromatography over silica eluting with ethyl acetate to give the title compound as a foam... Starting materials: C(=O)C=1C=C(OCC(=O)O)C=CC1 ((3-formyl-phenoxy)-acetic acid), C([O-])([O-])=O.[K+].[K+] (potassium carbonate), CI (methyl iodide). The solvent is CN(C)C=O (DMF), O (water). Run at temperature 110 celsius, time 16 hour. Product: COC(COC1=CC(=CC=C1)C=O)=O ((3-Formyl-phenoxy)-acetic acid methyl ester). Yield: 87.5%. Reaction SMILES: [CH:1]([C:3]1[CH:4]=[C:5]([CH:11]=[CH:12][CH:13]=1)[O:6][CH2:7][C:8]([OH:10])=[O:9])=[O:2].[C:14](=O)([O-])[O-].[K+].[K+].CI>CN(C=O)C.O>[CH3:14][O:9][C:8](=[O:10])[CH2:7][O:6][C:5]1[CH:11]=[CH:12][CH:13]=[C:3]([CH:1]=[O:2])[CH:4]=1 |f:1.2.3|. Procedure details: A mixture of (3-formyl-phenoxy)-acetic acid (3.6 g, 20.0 mmol), potassium carbonate (3.30 g, 23.9 mmol) and methyl iodide (1.86 g, 30.0 mmol) in 25 mL DMF was heated to 110° C. for 2 hours and was stirred at room temperature for 16 h. The mixture was diluted with water and the aqueous solution was extracted with EtOAc. The organic solution was washed with water, dried over MgSO4, filtered and concentrated in vacuo. The product was purified via silica gel chromatography (4:1 hexanes: EtOAc) to af...